Dataset: the Open Reaction Database (ORD), a public repository of structured organic reaction records. Task: describe an organic reaction: reactants, conditions, products, and yield The reactants are C(#N)COC1=CC=C(C2=CC=CC=C12)NC(C1=CC(=CC(=C1)N1CCC(CC1)C)F)=O (N-(4-Cyanomethoxynaphthalen-1-yl)-3-fluoro-5-(4-methylpiperidin-1-yl)-benzamide), C[Si](C)(C)N=[N+]=[N-] (trimethylsilylazide), C(CCC)[Sn](CCCC)=O (dibutyltin oxide), CO (methanol). Solvent: C1(=CC=CC=C1)C (toluene). Run at time 30 minute. The product is FC=1C=C(C(=O)NC2=CC=C(C3=CC=CC=C23)OCC=2N=NNN2)C=C(C1)N1CCC(CC1)C (3-fluoro-5-(4-methylpiperidin-1-yl)-N-[4-(2H-tetrazol-5-ylmethoxy)-naphthalen-1-yl]-benzamide). Isolated yield 0.0%. RXN SMILES: [C:1]([CH2:3][O:4][C:5]1[C:14]2[C:9](=[CH:10][CH:11]=[CH:12][CH:13]=2)[C:8]([NH:15][C:16](=[O:31])[C:17]2[CH:22]=[C:21]([N:23]3[CH2:28][CH2:27][CH:26]([CH3:29])[CH2:25][CH2:24]3)[CH:20]=[C:19]([F:30])[CH:18]=2)=[CH:7][CH:6]=1)#[N:2].C[Si]([N:36]=[N+:37]=[N-:38])(C)C.C([Sn](=O)CCCC)CCC.CO>C1(C)C=CC=CC=1>[F:30][C:19]1[CH:18]=[C:17]([CH:22]=[C:21]([N:23]2[CH2:24][CH2:25][CH:26]([CH3:29])[CH2:27][CH2:28]2)[CH:20]=1)[C:16]([NH:15][C:8]1[C:9]2[C:14](=[CH:13][CH:12]=[CH:11][CH:10]=2)[C:5]([O:4][CH2:3][C:1]2[N:36]=[N:37][NH:38][N:2]=2)=[CH:6][CH:7]=1)=[O:31]. Procedure details: N-(4-Cyanomethoxynaphthalen-1-yl)-3-fluoro-5-(4-methylpiperidin-1-yl)-benzamide (54 mg, 129 mmol), trimethylsilylazide (0.1 ml, 760 mmol) and dibutyltin oxide (5 mg) are heated to reflux in anhydrous toluene (3 ml) for 5 hours. After cooling to room temperature methanol (5 ml) is then added and the mixture stirred at room temperature for 30 min. The mixture is then evaporated to dryness and the residue recrystallized from ethyl acetate/hexanes to give 3-fluoro-5-(4-methylpiperidin-1-yl)-N-[4-(2H... Starting materials: FC1=C(CBr)C=CC=C1F (2,3-difluorobenzyl bromide), [OH-].[Na+] (Sodium hydroxide), C1C(=O)NC(=S)NC1=O (4,6-dihydroxy-2-thiopyrimidine). Solvent: C(C)O (ethanol), O (water), C(C)O.O (ethanol water). Run at temperature 60 celsius, time 20 hour. Product: FC1=C(CSC=2NC(CC(N2)=O)=O)C=CC=C1F (2-[(2,3-difluorobenzyl)thio]pyrimidine-4,6(1H,5H)-dione). Reaction SMILES: [OH-].[Na+].[CH2:3]1[C:10](=[O:11])[NH:9][C:7](=[S:8])[NH:6][C:4]1=[O:5].[F:12][C:13]1[C:20]([F:21])=[CH:19][CH:18]=[CH:17][C:14]=1[CH2:15]Br>C(O)C.O.C(O)C.O>[F:12][C:13]1[C:20]([F:21])=[CH:19][CH:18]=[CH:17][C:14]=1[CH2:15][S:8][C:7]1[NH:6][C:4](=[O:5])[CH2:3][C:10](=[O:11])[N:9]=1 |f:0.1,6.7|. Reported procedure: Sodium hydroxide (6.1 g) in ethanol (20 ml) and water (20 ml) was added to a suspension of 4,6-dihydroxy-2-thiopyrimidine in ethanol/water (120 ml/120 ml). 2,3-difluorobenzyl bromide (28.4 g) was added dropwise to this solution. The mixture was heated at 60° C. for 2 h and stirred at room temperature for 20 h. The solids were filtered and washed with water (200 ml), isopropanol (20 ml) and dried in vacuo at 40° C. for 24 h to yield the subtitle compound. Yield 31.0 g. Reactants: NC=1C(=NC(=CN1)Br)NC[C@@H]1CN(CCC1)C(=O)OC(C)(C)C ((R)-tert-butyl 3-(((3-amino-6-bromopyrazine-2-yl)amino)methyl)piperidine-1-carboxylate), CN(C)C=O (DMF), isoamylnitrile. Run at temperature 70 celsius, time 1 hour. Product: BrC1=CN=C2C(=N1)N(N=N2)C[C@@H]2CN(CCC2)C(=O)OC(C)(C)C ((S)-tert-butyl 3-((6-bromo-1H-[1,2,3]triazolo[4,5-b]pyrazin-1-yl)methyl)piperidine-1-carboxylate). Yield: 62.0%. RXN SMILES: [NH2:1][C:2]1[C:3]([NH:9][CH2:10][C@H:11]2[CH2:16][CH2:15][CH2:14][N:13]([C:17]([O:19][C:20]([CH3:23])([CH3:22])[CH3:21])=[O:18])[CH2:12]2)=[N:4][C:5]([Br:8])=[CH:6][N:7]=1.C[N:25](C=O)C>>[Br:8][C:5]1[N:4]=[C:3]2[N:9]([CH2:10][C@H:11]3[CH2:16][CH2:15][CH2:14][N:13]([C:17]([O:19][C:20]([CH3:23])([CH3:22])[CH3:21])=[O:18])[CH2:12]3)[N:25]=[N:1][C:2]2=[N:7][CH:6]=1. Procedure details: (R)-tert-butyl 3-(((3-amino-6-bromopyrazine-2-yl)amino)methyl)piperidine-1-carboxylate (2.19 g, 5.70 mmol) was dissolved in DMF (15 ml), and then isoamylnitrile (0.92 ml, 6.84 mmol) was slowly dropped at 0° C. After that, the mixture was stirred at 70° C. for 1 hour. After the completion of the reaction, the reaction mixture was extracted with H2O, EA, and brine, followed by drying (Na2SO4), filtration, and concentration under reduced pressure, and the residue was purified by column chromatograp... The reactants are CCN(CC)CC1CCCCN1CCN, CC#N, O=C1Nc2cccnc2N(C(=O)Cl)c2ccccc21. The product is CCN(CC)CC1CCCCN1CCNC(=O)N1c2ccccc2C(=O)Nc2cccnc21, Cl. Reaction SMILES: [CH2:20]([CH3:21])[N:22]([CH2:23][CH3:24])[CH2:25][CH:26]1[N:27]([CH2:32][CH2:33][NH2:34])[CH2:28][CH2:29][CH2:30][CH2:31]1.[CH3:35][C:36]#[N:37].[Cl:1][C:2](=[O:3])[N:4]1[c:5]2[c:6]([cH:16][cH:17][cH:18][n:19]2)[NH:7][C:8](=[O:15])[c:9]2[c:10]1[cH:11][cH:12][cH:13][cH:14]2>>[C:2](=[O:3])([N:4]1[c:5]2[c:6]([cH:16][cH:17][cH:18][n:19]2)[NH:7][C:8](=[O:15])[c:9]2[c:10]1[cH:11][cH:12][cH:13][cH:14]2)[NH:34][CH2:33][CH2:32][N:27]1[CH:26]([CH2:25][N:22]([CH2:20][CH3:21])[CH2:23][CH3:24])[CH2:31][CH2:30][CH2:29][CH2:28]1.[ClH:1]. Yields the product CN1N=CC(=C1C1=CC=C(C=C1)C(F)(F)F)C=1N=CN2N=CN=C(C21)N (5-{1-methyl-5-[4-(trifluoromethyl)phenyl]-1H-pyrazol-4-yl}imidazo[5,1-f][1,2,4]triazin-4-amine). The reactants are CC1=NC(=C2C(NC=NN21)=O)C=2C=NN(C2C2=CC=C(C=C2)C(F)(F)F)C (7-Methyl-5-{1-methyl-5-[4-(trifluoromethyl)phenyl]-1H-pyrazol-4-yl}imidazo[5,1-f][1,2,4]triazin-4(3H)-one), 4-(azetidin-1-yl)-7-methyl-5-(1-methyl-1H-pyrazol-4-yl)imidazo[1,5-f][1,2,4]triazine, [2H]C([2H])([2H])N (methyl-d3-amine). Reaction SMILES: C[C:2]1[N:10]2[C:5]([C:6](=O)[NH:7][CH:8]=[N:9]2)=[C:4]([C:12]2[CH:13]=[N:14][N:15]([CH3:27])[C:16]=2[C:17]2[CH:22]=[CH:21][C:20]([C:23]([F:26])([F:25])[F:24])=[CH:19][CH:18]=2)[N:3]=1.[2H]C([NH2:32])([2H])[2H]>>[CH3:27][N:15]1[C:16]([C:17]2[CH:18]=[CH:19][C:20]([C:23]([F:24])([F:25])[F:26])=[CH:21][CH:22]=2)=[C:12]([C:4]2[N:3]=[CH:2][N:10]3[C:5]=2[C:6]([NH2:32])=[N:7][CH:8]=[N:9]3)[CH:13]=[N:14]1. Procedure details: 7-Methyl-5-{1-methyl-5-[4-(trifluoromethyl)phenyl]-1H-pyrazol-4-yl}imidazo[5,1-f][1,2,4]triazin-4(3H)-one was converted to the product according to the general procedure for the synthesis of 4-(azetidin-1-yl)-7-methyl-5-(1-methyl-1H-pyrazol-4-yl)imidazo[1,5-f][1,2,4]triazine in Example 2, except that methyl-d3-amine was used in place of azetidine hydrochloride. In this case, the reaction was worked up via removal of solvent in vacuo, followed by addition of water and extraction with ethyl acetat... Starting materials: IC=1C=CC=2N(N1)C=C(N2)NC(=O)C2CC2 (N-(6-iodoimidazo[1,2-b]pyridazin-2-yl)cyclopropanecarboxamide), NC=1C=C(C=CC1Br)O (3-amino-4-bromophenol), C([O-])([O-])=O.[K+].[K+] (potassium carbonate), CN(C=O)C (N,N-dimethylformamide). Run in O (water). Reaction conditions: temperature 110 celsius, time 24 hour. Yields the product NC=1C=C(OC=2C=CC=3N(N2)C=C(N3)NC(=O)C3CC3)C=CC1Br (N-[6-(3-amino-4-bromophenoxy)imidazo[1,2-b]pyridazin-2-yl]cyclopropanecarboxamide). Isolated yield 47.7%. RXN SMILES: I[C:2]1[CH:3]=[CH:4][C:5]2[N:6]([CH:8]=[C:9]([NH:11][C:12]([CH:14]3[CH2:16][CH2:15]3)=[O:13])[N:10]=2)[N:7]=1.[NH2:17][C:18]1[CH:19]=[C:20]([OH:25])[CH:21]=[CH:22][C:23]=1[Br:24].C(=O)([O-])[O-].[K+].[K+].CN(C)C=O>O>[NH2:17][C:18]1[CH:19]=[C:20]([CH:21]=[CH:22][C:23]=1[Br:24])[O:25][C:2]1[CH:3]=[CH:4][C:5]2[N:6]([CH:8]=[C:9]([NH:11][C:12]([CH:14]3[CH2:16][CH2:15]3)=[O:13])[N:10]=2)[N:7]=1 |f:2.3.4|. Procedure details: A mixture of N-(6-iodoimidazo[1,2-b]pyridazin-2-yl)cyclopropanecarboxamide (3.28 g, 10 mmol), 3-amino-4-bromophenol (2.82 g, 15 mmol), potassium carbonate (2.76 g, 20 mmol) and N,N-dimethylformamide (20 mL) was stirred at 110° C. for 24 hr, then at 150° C. for 24 hr. The reaction mixture was diluted with water and extracted with a mixed solvent of ethyl acetate/tetrahydrofuran (1:1). The organic layer was concentrated under reduced pressure, and the residue was purified by silica gel column chro... Starting materials: CC(=C)CCCCCCCCC (2-methyl-1-undecene), BrC1=CC=C(C=C1)O (parabromphenol). Product: BrC1=CC(=C(C=C1)O)C(CCCCCCCCC)(C)C (4-bromo-2-(1,1-dimethyldecyl)-phenol). As a reaction SMILES: [CH3:1][C:2]([CH2:4][CH2:5][CH2:6][CH2:7][CH2:8][CH2:9][CH2:10][CH2:11][CH3:12])=[CH2:3].[Br:13][C:14]1[CH:19]=[CH:18][C:17]([OH:20])=[CH:16][CH:15]=1>>[Br:13][C:14]1[CH:19]=[CH:18][C:17]([OH:20])=[C:16]([C:2]([CH3:1])([CH3:3])[CH2:4][CH2:5][CH2:6][CH2:7][CH2:8][CH2:9][CH2:10][CH2:11][CH3:12])[CH:15]=1. Procedure: A mixture of 2-methyl-1-undecene (35.6 g, 211 mmoles), parabromphenol (36.6 g, 211 mmoles) and Dowex 50×12 resin (100-200 mesh) previously washed with water, rinsed with acetone and oven dried for 3 hours at 80° C., is heated at 100°-110° C. for 48 hours. The mixture is then cooled to ambient temperature and chromatographed on a silica column (eluant: a mixture of dichloromethane, 40% and hexane, 60%), yielding 4-bromo-2-(1,1-dimethyldecyl)-phenol in the form of a pale yellow oil. (30.85 g, 43%)... Starting materials: CCO, O=[N+]([O-])c1cnccc1Cl, Nc1cccc(F)c1F, O. Product: O=[N+]([O-])c1cnccc1Nc1cccc(F)c1F. Reaction SMILES: [CH3:20][CH2:21][OH:22].[Cl:1][c:2]1[c:3]([N+:8](=[O:9])[O-:10])[cH:4][n:5][cH:6][cH:7]1.[F:11][c:12]1[c:13]([NH2:19])[cH:14][cH:15][cH:16][c:17]1[F:18].[OH2:23]>>[c:2]1([NH:19][c:13]2[c:12]([F:11])[c:17]([F:18])[cH:16][cH:15][cH:14]2)[c:3]([N+:8](=[O:9])[O-:10])[cH:4][n:5][cH:6][cH:7]1. Starting materials: Cl (hydrochloric acid), cupric chloride, ClC1=C(N)C(=CC(=C1F)F)[N+](=O)[O-] (2-chloro-3,4-difluoro-6-nitroaniline), C(C)(C)(C)ON=O (t-butylnitrite). The solvent is C(C)#N (acetonitrile). Reaction conditions: time 13 minute. The product is ClC1=C(C=C(C(=C1Cl)F)F)[N+](=O)[O-] (2,3-Dichloro-4,5-difluoronitrobenzene). Reaction SMILES: [Cl:1][C:2]1[C:8]([F:9])=[C:7]([F:10])[CH:6]=[C:5]([N+:11]([O-:13])=[O:12])[C:3]=1N.C(ON=O)(C)(C)C.[ClH:21]>C(#N)C>[Cl:21][C:3]1[C:2]([Cl:1])=[C:8]([F:9])[C:7]([F:10])=[CH:6][C:5]=1[N+:11]([O-:13])=[O:12]. Reported procedure: To a mixture of anhydrous cupric chloride (2.2 g) and 2-chloro-3,4-difluoro-6-nitroaniline (2.63 g) in anhydrous acetonitrile (20 ml) was added t-butylnitrite (2.0 g) dropwise at 46° to 55° C. during 9 minutes. After stirring for 13 minutes at the same temperature, the reaction mixture was poured into chilled 10% diluted hydrochloric acid (20 ml) and extracted with benzene. The organic layer was washed with diluted hydrochloric acid and with water successively, dried over anhydrous sodium sulfat... The reactants are C (charcoal), [Na] (sodium), OC1=CC=C(C=C1)NC(N(C)C)=O (4-hydroxyphenyl-N,N-dimethylurea), ClC=1N=NC(=CC1)Cl (3,6-dichloropyridazine), OC1=CC=C(C=C1)NC(N(C)C)=O (4-Hydroxyphenyl-N,N-dimethylurea), C[O-].[Na+] (sodium methylate). The solvent is CCCCCC (hexane), CS(=O)C (dimethylsulfoxide), C1(=CC=CC=C1)C (toluene), CCCCCC (hexane), CO (methanol). Run at time 1 hour. Yields the product ClC1=CC=C(N=N1)OC1=CC=C(C=C1)NC(N(C)C)=O (N'-(4-((6-chloro-3-pyridazinyl)oxy)phenyl)-N,N-dimethylurea). Reaction SMILES: [OH:1][C:2]1[CH:7]=[CH:6][C:5]([NH:8][C:9](=[O:13])[N:10]([CH3:12])[CH3:11])=[CH:4][CH:3]=1.C[O-].[Na+].[Na].[Cl:18][C:19]1[N:20]=[N:21][C:22](Cl)=[CH:23][CH:24]=1.C>C1(C)C=CC=CC=1.CCCCCC.CS(C)=O.CO>[Cl:18][C:19]1[N:20]=[N:21][C:22]([O:1][C:2]2[CH:3]=[CH:4][C:5]([NH:8][C:9](=[O:13])[N:10]([CH3:11])[CH3:12])=[CH:6][CH:7]=2)=[CH:23][CH:24]=1 |f:1.2,^1:16|. Reported procedure: 4-Hydroxyphenyl-N,N-dimethylurea (13.5 grams; 0.075 mole) was mixed with a solution of sodium methylate (1.73 grams; 0.075 mole sodium metal in 70 milliliters (ml) of methanol) and the resulting sodium salt solution of 4-hydroxyphenyl-N,N-dimethylurea was added portionwise over a period of about one hour to a solution of 3,6-dichloropyridazine (11.2 grams; 0.075 mole) in 50 ml. of dimethylsulfoxide. During the addition and for a period of about one hour following the completion of the addition, ...